From a dataset of the Open Reaction Database (ORD), a public repository of structured organic reaction records. describe an organic reaction: reactants, conditions, products, and yield Reactants: Cc1cc(OCc2ccccc2)c(Br)cc1C=O, Cc1ccccc1, CCOC(C)=O, O, OCCO, Cc1ccc(S(=O)(=O)O)cc1. As a reaction SMILES: [CH2:8]([c:9]1[cH:10][cH:11][cH:12][cH:13][cH:14]1)[O:15][c:16]1[cH:17][c:18]([CH3:25])[c:19]([CH:20]=[O:21])[cH:22][c:23]1[Br:24].[CH3:1][c:2]1[cH:3][cH:4][cH:5][cH:6][cH:7]1.[CH3:42][CH2:43][O:44][C:45](=[O:46])[CH3:47].[OH2:30].[OH:26][CH2:27][CH2:28][OH:29].[c:31]1([CH3:32])[cH:33][cH:34][c:35]([S:36]([OH:37])(=[O:38])=[O:39])[cH:40][cH:41]1>>[CH2:8]([c:9]1[cH:10][cH:11][cH:12][cH:13][cH:14]1)[O:15][c:16]1[cH:17][c:18]([CH3:25])[c:19]([CH:20]2[O:21][CH2:28][CH2:27][O:26]2)[cH:22][c:23]1[Br:24]. The product is Cc1cc(OCc2ccccc2)c(Br)cc1C1OCCO1. Reactants: N#CCC(=O)[N-]Cc1ccccc1, O=CC=Cc1ccc([N+](=O)[O-])cc1. Yields the product N#CC(=CC=Cc1ccc([N+](=O)[O-])cc1)C(=O)NCc1ccccc1. RXN SMILES: [C:14](#[N:15])[CH2:16][C:17](=[O:18])[N-:19][CH2:20][c:21]1[cH:22][cH:23][cH:24][cH:25][cH:26]1.[N+:1](=[O:2])([O-:3])[c:4]1[cH:5][cH:6][c:7]([CH:8]=[CH:9][CH:10]=[O:11])[cH:12][cH:13]1>>[N+:1](=[O:2])([O-:3])[c:4]1[cH:5][cH:6][c:7]([CH:8]=[CH:9][CH:10]=[C:16]([C:14]#[N:15])[C:17](=[O:18])[NH:19][CH2:20][c:21]2[cH:22][cH:23][cH:24][cH:25][cH:26]2)[cH:12][cH:13]1. Starting materials: Cc1ccc(Br)c(F)c1, CCO, ClCCl, O=Cc1ccccc1B(O)O, [Na+], [Na+], O=C([O-])[O-], [Pd], Cc1ccccc1, c1ccc(P(c2ccccc2)c2ccccc2)cc1, c1ccc(P(c2ccccc2)c2ccccc2)cc1, c1ccc(P(c2ccccc2)c2ccccc2)cc1, c1ccc(P(c2ccccc2)c2ccccc2)cc1. Yields the product Cc1ccc(-c2ccccc2C=O)c(F)c1. As a reaction SMILES: [Br:1][c:2]1[c:3]([F:9])[cH:4][c:5]([CH3:8])[cH:6][cH:7]1.[CH2:27]([OH:28])[CH3:29].[CH2:37]([Cl:38])[Cl:39].[CH:10](=[O:11])[c:12]1[c:13]([B:18]([OH:19])[OH:20])[cH:14][cH:15][cH:16][cH:17]1.[Na+:21].[Na+:22].[O-:23][C:24](=[O:25])[O-:26].[Pd:40].[c:30]1([CH3:31])[cH:32][cH:33][cH:34][cH:35][cH:36]1.[c:41]1([P:42]([c:43]2[cH:44][cH:45][cH:46][cH:47][cH:48]2)[c:49]2[cH:50][cH:51][cH:52][cH:53][cH:54]2)[cH:55][cH:56][cH:57][cH:58][cH:59]1.[c:60]1([P:61]([c:62]2[cH:63][cH:64][cH:65][cH:66][cH:67]2)[c:68]2[cH:69][cH:70][cH:71][cH:72][cH:73]2)[cH:74][cH:75][cH:76][cH:77][cH:78]1.[c:79]1([P:80]([c:81]2[cH:82][cH:83][cH:84][cH:85][cH:86]2)[c:87]2[cH:88][cH:89][cH:90][cH:91][cH:92]2)[cH:93][cH:94][cH:95][cH:96][cH:97]1.[c:98]1([P:99]([c:100]2[cH:101][cH:102][cH:103][cH:104][cH:105]2)[c:106]2[cH:107][cH:108][cH:109][cH:110][cH:111]2)[cH:112][cH:113][cH:114][cH:115][cH:116]1>>[c:2]1(-[c:13]2[c:12]([CH:10]=[O:11])[cH:17][cH:16][cH:15][cH:14]2)[c:3]([F:9])[cH:4][c:5]([CH3:8])[cH:6][cH:7]1. Reactants: C(#N)C1=CC=C2C=CC=C(C2=C1)CC1=C(C=C(C(=O)OC)C=C1)OC (methyl 4-(7-cyanonaphth-1-ylmethyl)-3-methoxybenzoate), C(C)(=O)O (acetic acid), B(F)(F)F (BF3), [OH-].[Na+] (sodium hydroxide). Run in C(Cl)Cl (methylene chloride). Reaction conditions: temperature 120 celsius, time 10 minute. The product is C(N)(=O)C1=CC=C2C=CC=C(C2=C1)CC1=C(C=C(C(=O)OC)C=C1)OC (methyl 4-(7-carbamoylnaphth-1-ylmethyl)-3-methoxybenzoate). The yield is 63.0%. RXN SMILES: [C:1]([C:3]1[CH:12]=[C:11]2[C:6]([CH:7]=[CH:8][CH:9]=[C:10]2[CH2:13][C:14]2[CH:23]=[CH:22][C:17]([C:18]([O:20][CH3:21])=[O:19])=[CH:16][C:15]=2[O:24][CH3:25])=[CH:5][CH:4]=1)#[N:2].C(O)(=[O:28])C.B(F)(F)F.[OH-].[Na+]>C(Cl)Cl>[C:1]([C:3]1[CH:12]=[C:11]2[C:6]([CH:7]=[CH:8][CH:9]=[C:10]2[CH2:13][C:14]2[CH:23]=[CH:22][C:17]([C:18]([O:20][CH3:21])=[O:19])=[CH:16][C:15]=2[O:24][CH3:25])=[CH:5][CH:4]=1)(=[O:28])[NH2:2] |f:3.4|. Procedure: A mixture of methyl 4-(7-cyanonaphth-1-ylmethyl)-3-methoxybenzoate (394 mg), acetic acid (0.68 ml) and BF3 -etherate (0.22 ml) was heated to 120° C. for 15 min. After cooling, to the reaction mixture was added methylene chloride (50 ml) and 6N sodium hydroxide (3.5 ml) and it was stirred for 10 min. The aqueous layer was extracted with methylene chloride. The combined organic extract was washed (brine) and dried (MgSO4). Evaporation and trituration with hot ethyl acetate afforded methyl 4-(7-car... Starting materials: ClC1=C(C(=CC=C1)F)NC=1NC2=C(N1)C=C(C1=C2CC(O1)(C)C)C(=O)O (2-[(2-chloro-6-fluorophenyl)amino]-7,7-dimethyl-7,8-dihydro-1H-furo[3,2-e]benzimidazole-5-carboxylic acid), CCN(C(C)C)C(C)C (DIPEA), S(=O)(Cl)Cl (thionyl chloride), FC(C1=C(C=CC=C1)C1(CC1)N)(F)F (1-[2-(trifluoromethyl)phenyl]cyclopropanamine). Run in C1CCOC1 (THF). Product: ClC1=C(C(=CC=C1)F)NC=1NC2=C(N1)C=C(C1=C2CC(O1)(C)C)C(=O)NC1(CC1)C1=C(C=CC=C1)C(F)(F)F (2-[(2-Chloro-6-fluorophenyl)amino]-7,7-dimethyl-N-{1-[2-(trifluoromethyl)phenyl]cyclopropyl}-7,8-dihydro-1H-furo[3,2-e]benzimidazole-5-carboxamide). The yield is 8.1%. Reaction SMILES: [Cl:1][C:2]1[CH:7]=[CH:6][CH:5]=[C:4]([F:8])[C:3]=1[NH:9][C:10]1[NH:11][C:12]2[C:18]3[CH2:19][C:20]([CH3:23])([CH3:22])[O:21][C:17]=3[C:16]([C:24](O)=[O:25])=[CH:15][C:13]=2[N:14]=1.S(Cl)(Cl)=O.[F:31][C:32]([F:44])([F:43])[C:33]1[CH:38]=[CH:37][CH:36]=[CH:35][C:34]=1[C:39]1([NH2:42])[CH2:41][CH2:40]1.CCN(C(C)C)C(C)C>C1COCC1>[Cl:1][C:2]1[CH:7]=[CH:6][CH:5]=[C:4]([F:8])[C:3]=1[NH:9][C:10]1[NH:11][C:12]2[C:18]3[CH2:19][C:20]([CH3:22])([CH3:23])[O:21][C:17]=3[C:16]([C:24]([NH:42][C:39]3([C:34]4[CH:35]=[CH:36][CH:37]=[CH:38][C:33]=4[C:32]([F:31])([F:43])[F:44])[CH2:41][CH2:40]3)=[O:25])=[CH:15][C:13]=2[N:14]=1. Reported procedure: The title compound was prepared by following the procedure described for Example-108 using 2-[(2-chloro-6-fluorophenyl)amino]-7,7-dimethyl-7,8-dihydro-1H-furo[3,2-e]benzimidazole-5-carboxylic acid (Intermediate-15, 0.100 g, 0.266 mmol), thionyl chloride (2.0 mL), 1-[2-(trifluoromethyl)phenyl]cyclopropanamine (Intermediate-38, 0.078 g, 0.388 mmol), THF (5.0 mL) and DIPEA (2 mL). The obtained crude product was purified by column chromatography on basic alumina eluting with 0.7-1.0% MeOH:DCM to aff... The reactants are NC=1C=CC=C2CC(C(NC12)=O)NC(C)=O (N-(8-Amino-2-oxo-1,2,3,4-tetrahydroquinolin-3-yl)acetamide), Cl (hydrochloric acid). Conditions: temperature 110 celsius. Yields the product Cl.Cl.NC1C(NC2=C(C=CC=C2C1)N)=O (3,8-diamino-3,4-dihydroquinolin-2(1H)-one dihydrochloride). RXN SMILES: [NH2:1][C:2]1[CH:3]=[CH:4][CH:5]=[C:6]2[C:11]=1[NH:10][C:9](=[O:12])[CH:8]([NH:13]C(=O)C)[CH2:7]2.[ClH:17]>>[ClH:17].[ClH:17].[NH2:13][CH:8]1[CH2:7][C:6]2[C:11](=[C:2]([NH2:1])[CH:3]=[CH:4][CH:5]=2)[NH:10][C:9]1=[O:12] |f:2.3.4|. Procedure: N-(8-Amino-2-oxo-1,2,3,4-tetrahydroquinolin-3-yl)acetamide (8.4 g) was added to concentrated hydrochloric acid (84 mL), and the mixture was heated at 110° C. for three hours while being stirred, followed by stirring under cooling on ice. The formed precipitates were recovered through filtration, and the thus-obtained solid was washed with ethanol, followed by drying, whereby the title compound (9.17 g) was yielded. The reactants are OC1=CC=C(C=C1)C(C)=O (p-hydroxyacetophenone), BrCCCCl (1-bromo-3-chloropropane), [OH-].[K+] (potassium hydroxide). Yields the product C(C)(=O)C1=CC=CC=C1 (acetophenone). The solvent is CO (methanol). Reported procedure: To a mixture of p-hydroxyacetophenone (50.7 g, 0.37 mol) and 1-bromo-3-chloropropane (160 ml, 1.5 mol) in methanol (250 ml) was added portionwise potassium hydroxide (63 g, 1.12 mol). The mixture was stirred at reflux for 24 hours, cooled to room temperature, filtered through Celite and evaporated in vacuo. The residual semi-solid was diluted with diethyl ether (500 ml) and washed with H2O (2×300 ml). The ether solution was dried over MgSO4, filtered and evaporated in vacuo to give p-chloroproxy... As a reaction SMILES: O[C:2]1[CH:7]=[CH:6][C:5]([C:8](=[O:10])[CH3:9])=[CH:4][CH:3]=1.BrCCCCl.[OH-].[K+]>CO>[C:8]([C:5]1[CH:6]=[CH:7][CH:2]=[CH:3][CH:4]=1)(=[O:10])[CH3:9] |f:2.3|. Yield: 68.0%. Reactants: C(C1=CC=CC=C1)OC1=CC=C(C=C1)C1=NC=C(C=C1)C=1N(C=C(N1)C(F)(F)F)COCC[Si](C)(C)C (2-[4-(benzyloxy)-phenyl]-5-[4-(trifluoromethyl)-1-{[2-(trimethylsilyl)ethoxy]methyl}-1H-imidazol-2-yl]pyridine), [H][H] (hydrogen). The reagents and catalysts are [C].[Pd] (palladium carbon). Solvent: CO (methanol), O1CCCC1 (tetrahydrofuran). Run at time 5 hour. The product is FC(C=1N=C(N(C1)COCC[Si](C)(C)C)C=1C=CC(=NC1)C1=CC=C(C=C1)O)(F)F (4-{5-[4-(trifluoromethyl)-1-{[2-(trimethylsilyl)-ethoxy]methyl}-1H-imidazol-2-yl]pyridin-2-yl}phenol). The yield is 95.9%. Reaction SMILES: C([O:8][C:9]1[CH:14]=[CH:13][C:12]([C:15]2[CH:20]=[CH:19][C:18]([C:21]3[N:22]([CH2:30][O:31][CH2:32][CH2:33][Si:34]([CH3:37])([CH3:36])[CH3:35])[CH:23]=[C:24]([C:26]([F:29])([F:28])[F:27])[N:25]=3)=[CH:17][N:16]=2)=[CH:11][CH:10]=1)C1C=CC=CC=1.[H][H]>CO.O1CCCC1.[C].[Pd]>[F:29][C:26]([F:27])([F:28])[C:24]1[N:25]=[C:21]([C:18]2[CH:19]=[CH:20][C:15]([C:12]3[CH:11]=[CH:10][C:9]([OH:8])=[CH:14][CH:13]=3)=[N:16][CH:17]=2)[N:22]([CH2:30][O:31][CH2:32][CH2:33][Si:34]([CH3:37])([CH3:35])[CH3:36])[CH:23]=1 |f:4.5|. Procedure: In methanol (8 mL) and tetrahydrofuran (6 mL) was dissolved 2-[4-(benzyloxy)-phenyl]-5-[4-(trifluoromethyl)-1-{[2-(trimethylsilyl)ethoxy]methyl}-1H-imidazol-2-yl]pyridine (0.77 g), and after adding palladium carbon (0.154 g) under nitrogen atmosphere, the atmosphere was replaced by hydrogen, and the mixture was stirred at room temperature for 5 hours. Insoluble material was filtered off by using a membrane filter, and the filtrate was concentrated under reduced pressure. The concentrate was dilu... Reaction SMILES: [NH2:1][C@H:2]([C:7]([OH:9])=[O:8])[CH2:3][CH:4]([CH3:6])[CH3:5].Cl.[NH2:11][C@H:12]([C:20]([OH:22])=[O:21])[CH2:13][CH2:14][CH2:15][NH:16][C:17](=[NH:19])[NH2:18].[NH2:23][CH2:24][C:25]([OH:27])=[O:26].CC(C[C@H](NC(C)=O)C(N[C@H](C(N[C@H](C(O)=O)CCCN=C(N)N)=O)CC(C)C)=O)C>>[NH2:1][C@H:2]([C:7]([OH:9])=[O:8])[CH2:3][CH:4]([CH3:6])[CH3:5].[NH2:11][C@H:12]([C:20]([OH:22])=[O:21])[CH2:13][CH2:14][CH2:15][NH:16][C:17](=[NH:18])[NH2:19].[NH2:23][CH2:24][C:25]([OH:27])=[O:26] |f:1.2|. Reported procedure: As seen from Table 4, when L-leucine, L-arginine hydrochloride, and glycine were added to the medium in an amount of each 0.25%, the yield of leupeptin in 72 hours of cultivation was insignificant, whereas when each 0.5 to 1.25% of said amino acids were added, the yield of leupeptin in the same period of cultivation was as high as 2,560 to 4,370 mcg/ml. However, when the amount of said amino acids was increased to each 1.50%, only insignificant amount of leupeptin was produced. These results con... The product is N[C@@H](CC(C)C)C(=O)O (L-leucine), N[C@@H](CCCNC(N)=N)C(=O)O (L-arginine), NCC(=O)O (glycine). Reactants: Cl.N[C@@H](CCCNC(N)=N)C(=O)O (L-arginine hydrochloride), NCC(=O)O (glycine), CC(C)C[C@@H](C(=O)N[C@@H](CC(C)C)C(=O)N[C@@H](CCCN=C(N)N)C(=O)O)NC(=O)C (leupeptin), CC(C)C[C@@H](C(=O)N[C@@H](CC(C)C)C(=O)N[C@@H](CCCN=C(N)N)C(=O)O)NC(=O)C (leupeptin), amino acids, CC(C)C[C@@H](C(=O)N[C@@H](CC(C)C)C(=O)N[C@@H](CCCN=C(N)N)C(=O)O)NC(=O)C (leupeptin), amino acids, N[C@@H](CC(C)C)C(=O)O (L-leucine), CC(C)C[C@@H](C(=O)N[C@@H](CC(C)C)C(=O)N[C@@H](CCCN=C(N)N)C(=O)O)NC(=O)C (leupeptin). Isolated yield 0.5%.